Dataset: the Open Reaction Database (ORD), a public repository of structured organic reaction records. Task: describe an organic reaction: reactants, conditions, products, and yield Starting materials: C(=O)(OCC1=CC=CC=C1)N1CC2N(C3=CC=C(C=C3NC2=O)NC(C(F)(F)F)=O)CC1 (3-carbobenzoxy-2,3,4,4a-Tetrahydro-8-(2,2,2-trifluoroacetamido)-1H-pyrazino[1,2-a] quinoxalin-5(6H)-one), [OH-].[Na+] (sodium hydroxide). Solvent: O (water). Yields the product NC=1C=C2NC(C3N(C2=CC1)CCN(C3)C(=O)OCC3=CC=CC=C3)=O (8-Amino-3-Carbobenzoxy-2,3,4,4a-Tetrahydro-1H-Pyrazino[1,2-a] Quinoxalin-5(6H)-One). Reaction SMILES: [C:1]([N:11]1[CH2:32][CH2:31][N:14]2[C:15]3[C:20]([NH:21][C:22](=[O:23])[CH:13]2[CH2:12]1)=[CH:19][C:18]([NH:24]C(=O)C(F)(F)F)=[CH:17][CH:16]=3)([O:3][CH2:4][C:5]1[CH:10]=[CH:9][CH:8]=[CH:7][CH:6]=1)=[O:2].[OH-].[Na+]>O>[NH2:24][C:18]1[CH:19]=[C:20]2[C:15](=[CH:16][CH:17]=1)[N:14]1[CH2:31][CH2:32][N:11]([C:1]([O:3][CH2:4][C:5]3[CH:6]=[CH:7][CH:8]=[CH:9][CH:10]=3)=[O:2])[CH2:12][CH:13]1[C:22](=[O:23])[NH:21]2 |f:1.2|. Reported procedure: A mixture of 2.8 g. of 3-carbobenzoxy-2,3,4,4a-Tetrahydro-8-(2,2,2-trifluoroacetamido)-1H-pyrazino[1,2-a] quinoxalin-5(6H)-one, 0.5 g. sodium hydroxide and 200 ml. of water is boiled for 15 minutes, then cooled. The mixture is then extracted with methylene chloride. The organic portion is then extracted with dilute hydrochloric acid. The aqueous acid phase is then basified with dilute sodium hydroxide and extracted with methylene chloride. The organic phase is dried and concentrated to give 1.6 ...